From a dataset of the Open Reaction Database (ORD), a public repository of structured organic reaction records. describe an organic reaction: reactants, conditions, products, and yield The reactants are C(C1=CC=CC=C1)NC(N(CC1=C(C=CC(=C1)C(F)(F)F)B1OC(C(O1)(C)C)(C)C)CC)=O (3-benzyl-1-ethyl-1-[2-(4,4,5,5-tetramethyl-[1,3,2]dioxaborolan-2-yl)-5-trifluoromethyl-benzyl]-urea), COC(CC1=CC(=CC(=C1)Cl)Br)=O ((3-bromo-5-chloro-phenyl)-acetic acid methyl ester). Procedure: Prepared according to the procedure described in Example 1, Step 4, using the following starting materials: 3-benzyl-1-ethyl-1-[2-(4,4,5,5-tetramethyl-[1,3,2]dioxaborolan-2-yl)-5-trifluoromethyl-benzyl]-urea and (3-bromo-5-chloro-phenyl)-acetic acid methyl ester. The product is COC(CC=1C=C(C=C(C1)Cl)C1=C(C=C(C=C1)C(F)(F)F)CN(C(=O)NCC1=CC=CC=C1)CC)=O ([2′-(3-Benzyl-1-ethyl-ureidomethyl)-5-chloro-4′-trifluoromethyl-biphenyl-3-yl]-acetic acid methyl ester). Reaction SMILES: [CH2:1]([NH:8][C:9](=[O:33])[N:10]([CH2:31][CH3:32])[CH2:11][C:12]1[CH:17]=[C:16]([C:18]([F:21])([F:20])[F:19])[CH:15]=[CH:14][C:13]=1B1OC(C)(C)C(C)(C)O1)[C:2]1[CH:7]=[CH:6][CH:5]=[CH:4][CH:3]=1.[CH3:34][O:35][C:36](=[O:46])[CH2:37][C:38]1[CH:43]=[C:42]([Cl:44])[CH:41]=[C:40](Br)[CH:39]=1>>[CH3:34][O:35][C:36](=[O:46])[CH2:37][C:38]1[CH:39]=[C:40]([C:13]2[CH:14]=[CH:15][C:16]([C:18]([F:21])([F:19])[F:20])=[CH:17][C:12]=2[CH2:11][N:10]([CH2:31][CH3:32])[C:9]([NH:8][CH2:1][C:2]2[CH:3]=[CH:4][CH:5]=[CH:6][CH:7]=2)=[O:33])[CH:41]=[C:42]([Cl:44])[CH:43]=1.